Task: describe an organic reaction: reactants, conditions, products, and yield. Dataset: the Open Reaction Database (ORD), a public repository of structured organic reaction records The reactants are N1=CC=C(C2=CC=CC=C12)C(C)=O (1-quinolin-4-yl-ethanone), CN1C=CC2=C(C=CC=C12)C(C)O (1-(1-Methyl-1H-indol-4-yl)-ethanol). The reagents and catalysts are [O-2].[Mn+2] (manganese oxide). Solvent: ClCCl (dichloromethane). Yields the product CN1C=CC2=C(C=CC=C12)C(C)=O (1-(1-Methyl-1H-indol-4-yl)-ethanone). RXN SMILES: N1C2C(=CC=CC=2)C(C(=O)C)=CC=1.[CH3:14][N:15]1[C:23]2[C:18](=[C:19]([CH:24]([OH:26])[CH3:25])[CH:20]=[CH:21][CH:22]=2)[CH:17]=[CH:16]1>[O-2].[Mn+2].ClCCl>[CH3:14][N:15]1[C:23]2[C:18](=[C:19]([C:24](=[O:26])[CH3:25])[CH:20]=[CH:21][CH:22]=2)[CH:17]=[CH:16]1 |f:2.3|. Reported procedure: The title compound was prepared by the same procedure for 1-quinolin-4-yl-ethanone from 1-(1-Methyl-1H-indol-4-yl)-ethanol (3.0 g, 17 mmol), manganese oxide (8.69 g, 100 mmol, Aldrich) and dichloromethane (50 mL). The crude title compound was obtained in form as yellow oil in 98% yield (2.9 g, 16.7 mmol).